Task: describe an organic reaction: reactants, conditions, products, and yield. Dataset: the Open Reaction Database (ORD), a public repository of structured organic reaction records Reactants: CCO, O=C1NCCCCC1N(Cc1ccc([N+](=O)[O-])cc1)S(=O)(=O)c1ccc(Cl)cc1, Cl[Sn]Cl. The product is Nc1ccc(CN(C2CCCCNC2=O)S(=O)(=O)c2ccc(Cl)cc2)cc1. As a reaction SMILES: [CH3:33][CH2:34][OH:35].[Cl:1][c:2]1[cH:3][cH:4][c:5]([S:8](=[O:9])(=[O:10])[N:11]([CH:12]2[C:13](=[O:19])[NH:14][CH2:15][CH2:16][CH2:17][CH2:18]2)[CH2:20][c:21]2[cH:22][cH:23][c:24]([N+:27]([O-:28])=[O:29])[cH:25][cH:26]2)[cH:6][cH:7]1.[Sn:30]([Cl:31])[Cl:32]>>[Cl:1][c:2]1[cH:3][cH:4][c:5]([S:8](=[O:9])(=[O:10])[N:11]([CH:12]2[C:13](=[O:19])[NH:14][CH2:15][CH2:16][CH2:17][CH2:18]2)[CH2:20][c:21]2[cH:22][cH:23][c:24]([NH2:27])[cH:25][cH:26]2)[cH:6][cH:7]1.